From a dataset of the Open Reaction Database (ORD), a public repository of structured organic reaction records. describe an organic reaction: reactants, conditions, products, and yield Reactants: N1C(=NC2=C1C=CC=C2)NC2=CC=C(CNC(OC(C)(C)C)=O)C=C2 (tert-butyl 4-(1H-benzimidazol-2-ylamino)benzylcarbamate), C(=O)(C(F)(F)F)O (TFA). The product is FC(C(=O)O)(F)F.NCC1=CC=C(C=C1)NC1=NC2=C(N1)C=CC=C2 (N-[4-(Aminomethyl)phenyl]-1H-benzimidazol-2-amine (trifluoroacetate)). As a reaction SMILES: [NH:1]1[C:5]2[CH:6]=[CH:7][CH:8]=[CH:9][C:4]=2[N:3]=[C:2]1[NH:10][C:11]1[CH:25]=[CH:24][C:14]([CH2:15][NH:16]C(=O)OC(C)(C)C)=[CH:13][CH:12]=1.[C:26]([OH:32])([C:28]([F:31])([F:30])[F:29])=[O:27]>>[F:29][C:28]([F:31])([F:30])[C:26]([OH:32])=[O:27].[NH2:16][CH2:15][C:14]1[CH:13]=[CH:12][C:11]([NH:10][C:2]2[NH:1][C:5]3[CH:6]=[CH:7][CH:8]=[CH:9][C:4]=3[N:3]=2)=[CH:25][CH:24]=1 |f:2.3|. Reported procedure: tert-Butyl 4-{[(2-aminoanilino)carbothioyl]amino}benzylcarbamate (4.3 g; 11.54 mmol) was refluxed in analogy to 21c with 5 g of HgO (yellow) and 0.05 g of sulfur in 150 ml of ethanol. Filtration of the reaction mixture through Celite and concentration afforded 2.1 g of a dark solid (ESI-MS [M+H+]=339.15). The tert-butyl 4-(1H-benzimidazol-2-ylamino)benzylcarbamate obtained in this way was treated without further purification with 15 ml of TFA at RT for 2 h, and concentration afforded 4.7 g of a ... Starting materials: C(#N)C1=C(C(=C2C=CC=CN2C1=O)C(=O)OCC)N1CCCCC1 (3-cyano-1-ethoxycarbonyl-2-piperidino-4H-quinolizin-4-one), [H-].[Na+] (sodium hydride), C(CO)O (ethylene glycol). Run at temperature 100 celsius, time 14 hour. Product: C(#N)C1=C(C(=C2C=CC=CN2C1=O)C(=O)OCCO)N1CCCCC1 (3-cyano-1-(2-hydroxyethoxycarbonyl)-2-piperidino-4H-quinolizin-4-one). Reaction SMILES: [C:1]([C:3]1[C:12](=[O:13])[N:11]2[C:6]([CH:7]=[CH:8][CH:9]=[CH:10]2)=[C:5]([C:14]([O:16][CH2:17][CH3:18])=[O:15])[C:4]=1[N:19]1[CH2:24][CH2:23][CH2:22][CH2:21][CH2:20]1)#[N:2].[H-].[Na+].C(O)C[OH:29]>>[C:1]([C:3]1[C:12](=[O:13])[N:11]2[C:6]([CH:7]=[CH:8][CH:9]=[CH:10]2)=[C:5]([C:14]([O:16][CH2:17][CH2:18][OH:29])=[O:15])[C:4]=1[N:19]1[CH2:24][CH2:23][CH2:22][CH2:21][CH2:20]1)#[N:2] |f:1.2|. Procedure: To a solution of 1.10 g of 3-cyano-1-ethoxycarbonyl-2-piperidino-4H-quinolizin-4-one (Example 6, S-35) in 30 ml of ethylene glycol was added 150 mg of 60% sodium hydride, and the reaction mixture was stirred at 100° C. for 14 hours. After cooling, the precipitated crystals were collected by filtration and then the crude crystals were chromatographed on a silica gel column using a mixed solvent of dichloromethane and diethyl ether (1:1) as an eluent to obtain 180 mg of 3-cyano-1-(2-hydroxyethoxyc...